This data is from the Open Reaction Database (ORD), a public repository of structured organic reaction records. The task is: describe an organic reaction: reactants, conditions, products, and yield Starting materials: O (water), OC1(CCC(CC1)CCC)C1=CC(=CC(=C1)F)F (1-(1-hydroxy-4-propylcyclohexyl)-3,5-difluorobenzene), monohydrate, resultant solution. The solvent is C1(=CC=CC=C1)C (toluene). Run at time 6 hour. Yields the product C(CC)[C@@H]1CC[C@H](CC1)C1=CC(=CC(=C1)F)F (1-(trans-4-propylcyclohexyl)-3,5-difluorobenzene). Isolated yield 46.9%. RXN SMILES: O[C:2]1([C:11]2[CH:16]=[C:15]([F:17])[CH:14]=[C:13]([F:18])[CH:12]=2)[CH2:7][CH2:6][CH:5]([CH2:8][CH2:9][CH3:10])[CH2:4][CH2:3]1.O>C1(C)C=CC=CC=1>[CH2:8]([C@H:5]1[CH2:4][CH2:3][C@H:2]([C:11]2[CH:12]=[C:13]([F:18])[CH:14]=[C:15]([F:17])[CH:16]=2)[CH2:7][CH2:6]1)[CH2:9][CH3:10]. Procedure details: In a nitrogen atmosphere, 132 g of crude 1-(1-hydroxy-4-propylcyclohexyl)-3,5-difluorobenzene and 2.99 g of p-toluenesulfonic monohydrate were dissolved in 250 mL of toluene, and the resultant solution was stirred for 2 hours under reflux while the produced water was removed. After the solution was allowed to cool to room temperature, an organic layer was washed with a saturated aqueous sodium bicarbonate solution and saturated brine, and dried by adding sodium sulfate, and then the solvent was ... The reactants are C(C)(=O)C1=C(C=CC(=C1)Br)O (2-Acetyl-4-bromophenol), O1C(CCC1)CC=O (2-(tetrahydrofuran-2-yl)acetaldehyde). The solvent is CO (MeOH). The product is BrC=1C=C2C(CC(OC2=CC1)CC1OCCC1)=O (6-bromo-2-((tetrahydrofuran-2-yl)methyl)chroman-4-one). Yield: 18.3%. RXN SMILES: [C:1]([C:4]1[CH:9]=[C:8]([Br:10])[CH:7]=[CH:6][C:5]=1[OH:11])(=[O:3])[CH3:2].[O:12]1[CH2:16][CH2:15][CH2:14][CH:13]1[CH2:17][CH:18]=O>CO>[Br:10][C:8]1[CH:9]=[C:4]2[C:5](=[CH:6][CH:7]=1)[O:11][CH:18]([CH2:17][CH:13]1[CH2:14][CH2:15][CH2:16][O:12]1)[CH2:2][C:1]2=[O:3]. Reported procedure: The solution of 2-Acetyl-4-bromophenol (1.754 g, 8.16 mmol), 2-(tetrahydrofuran-2-yl)acetaldehyde (2.1 g) and purrolidine (0.4 mL) in MeOH was heated to reflux for 2 h. The reaction mixture was cool down to room temperature and evaporated. The residue was dissolved in EA, washed with 1 M HCl, 1 M NaOH (2×50 mL), brine (100 mL) successively, then, dried over anhydrous Na2SO4, and filtered, and concentrated. The residue was purified by flash chromatography on silica gel eluting with EA in hexane (... Procedure details: To a solution of 11-oxo-11H-dibenzo[b,e][1,4]dioxepine-4-carboxylic acid (256 mg, 1 mmol) in methylene chloride (15 ml) was added BH3-dimethyl sulfide complex (1.6 ml, 1 mol/L in methylene chloride) under ice bath. The mixture was stirred for 30 min at room temperature, refluxed for 5 h and then cooled. The reaction was quenched by addition of methanol, and the whole mixture was evaporated by a rotatory evaporator. The residue was diluted with saturated NaHCO3 (aq) and extracted with AcOEt. The ... Yields the product O=C1C2=C(OC3=C(O1)C=CC=C3)C(=CC=C2)C=O (11-oxo-11H-dibenzo[b,e][1,4]dioxepine-4-carbaldehyde). Run in C(Cl)Cl (methylene chloride), C(Cl)Cl (CH2Cl2). The reactants are O=C1C2=C(OC3=C(O1)C=CC=C3)C(=CC=C2)C(=O)O (11-oxo-11H-dibenzo[b,e][1,4]dioxepine-4-carboxylic acid), BH3-dimethyl sulfide, [Cr](=O)(=O)([O-])Cl.[NH+]1=CC=CC=C1 (pyridinium chlorochromate), Al2O3. Reaction conditions: time 30 minute. Reaction SMILES: [O:1]=[C:2]1[O:8][C:7]2[CH:9]=[CH:10][CH:11]=[CH:12][C:6]=2[O:5][C:4]2[C:13]([C:17](O)=[O:18])=[CH:14][CH:15]=[CH:16][C:3]1=2.[Cr](Cl)([O-])(=O)=O.[NH+]1C=CC=CC=1>C(Cl)Cl>[O:1]=[C:2]1[O:8][C:7]2[CH:9]=[CH:10][CH:11]=[CH:12][C:6]=2[O:5][C:4]2[C:13]([CH:17]=[O:18])=[CH:14][CH:15]=[CH:16][C:3]1=2 |f:1.2|.